The task is: describe an organic reaction: reactants, conditions, products, and yield. This data is from the Open Reaction Database (ORD), a public repository of structured organic reaction records. Reactants: CSc1c(C=NO)nn(-c2c(Cl)cc(C(F)(F)F)cc2Cl)c1C, OO, O=C(O)C(F)(F)F. Product: Cc1c(S(C)=O)c(C=NO)nn1-c1c(Cl)cc(C(F)(F)F)cc1Cl. RXN SMILES: [Cl:3][c:4]1[c:5](-[n:15]2[n:16][c:17]([CH:23]=[N:24][OH:25])[c:18]([S:21][CH3:22])[c:19]2[CH3:20])[c:6]([Cl:14])[cH:7][c:8]([C:10]([F:11])([F:12])[F:13])[cH:9]1.[OH:1][OH:2].[OH:26][C:27]([C:28]([F:29])([F:30])[F:31])=[O:32]>>[O:1]=[S:21]([c:18]1[c:17]([CH:23]=[N:24][OH:25])[n:16][n:15](-[c:5]2[c:4]([Cl:3])[cH:9][c:8]([C:10]([F:11])([F:12])[F:13])[cH:7][c:6]2[Cl:14])[c:19]1[CH3:20])[CH3:22]. Reactants: COC(=O)c1cccc(C(=O)O)c1, CC#N, Cl, O=C(O)C(F)(F)F, CC(C)(N)CC(=O)N1CCC(O)(c2ccc(Cl)cc2)C(C)(C)C1, O. Yields the product COC(=O)c1cccc(C(=O)NC(C)(C)CC(=O)N2CCC(O)(c3ccc(Cl)cc3)C(C)(C)C2)c1. RXN SMILES: [CH3:25][O:26][C:27](=[O:28])[c:29]1[cH:30][c:31]([C:32](=[O:33])[OH:34])[cH:35][cH:36][cH:37]1.[CH3:46][C:47]#[N:48].[ClH:24].[F:38][C:39]([F:40])([F:41])[C:42]([OH:43])=[O:44].[NH2:1][C:2]([CH2:3][C:4](=[O:5])[N:6]1[CH2:7][C:8]([CH3:20])([CH3:21])[C:9]([OH:12])([c:13]2[cH:14][cH:15][c:16]([Cl:19])[cH:17][cH:18]2)[CH2:10][CH2:11]1)([CH3:22])[CH3:23].[OH2:45]>>[NH:1]([C:2]([CH2:3][C:4](=[O:5])[N:6]1[CH2:7][C:8]([CH3:20])([CH3:21])[C:9]([OH:12])([c:13]2[cH:14][cH:15][c:16]([Cl:19])[cH:17][cH:18]2)[CH2:10][CH2:11]1)([CH3:22])[CH3:23])[C:32]([c:31]1[cH:30][c:29]([C:27]([O:26][CH3:25])=[O:28])[cH:37][cH:36][cH:35]1)=[O:33]. The reactants are ClC1=CC=C(C=C1)S(=O)(=O)N1C2C(C(CC1CCC2)=O)=CO (9-(4-chlorophenylsulfonyl)-2-(hydroxymethylene)-9-azabicyclo[3.3.1]nonan-3-one), C(C)(=O)O.C(=N)N (formamidine acetate). Yields the product ClC1=CC=C(C=C1)S(=O)(=O)N1C2C=3C=NC=NC3CC1CCC2 (13-(4-Chloro-benzenesulfonyl)-4,6,13-triaza-tricyclo[7.3.1.02,7]trideca-2(7),3,5-triene). Reaction SMILES: [Cl:1][C:2]1[CH:7]=[CH:6][C:5]([S:8]([N:11]2[CH:16]3[CH2:17][CH2:18][CH2:19][CH:12]2[C:13](=[CH:21]O)[C:14](=O)[CH2:15]3)(=[O:10])=[O:9])=[CH:4][CH:3]=1.C(O)(=O)C.[CH:27]([NH2:29])=[NH:28]>>[Cl:1][C:2]1[CH:7]=[CH:6][C:5]([S:8]([N:11]2[CH:16]3[CH2:17][CH2:18][CH2:19][CH:12]2[C:13]2[CH:21]=[N:28][CH:27]=[N:29][C:14]=2[CH2:15]3)(=[O:10])=[O:9])=[CH:4][CH:3]=1 |f:1.2|. Procedure: Prepared as described in Example 5 using 9-(4-chlorophenylsulfonyl)-2-(hydroxymethylene)-9-azabicyclo[3.3.1]nonan-3-one which was prepared as described in Example 34 and formamidine acetate. See also: Hajos, Gyorgy; Snatzke, Guenther Liebigs Annalen der Chemie 1989, (1), 31-3. The reactants are FC=1C=C(CSC2(CCN(CC2)C)C2=C(C=CC=C2)F)C=CC1 (4-(3-fluorobenzylthio)-4-(2-fluorophenyl)-1-methylpiperidine), C(\C=C/C(=O)O)(=O)O (maleic acid), [H-].[Na+] (sodium hydride), ice water. Run in CS(=O)C (DMSO), CCOCC (ether), CS(=O)C (dimethylsulfoxide). Conditions: time 35 minute. The product is C(\C=C/C(=O)O)(=O)O.FC=1C=C(C=CC1)C1C2=C(C=CC=C2)C2(CCN(CC2)C)S1 (3-(3-fluorophenyl)-1,3-dihydro-1'-methylspiro[benzo(c)thiophene-1,4'-piperidine] maleate). As a reaction SMILES: [H-].[Na+].[F:3][C:4]1[CH:5]=[C:6]([CH:23]=[CH:24][CH:25]=1)[CH2:7][S:8][C:9]1([C:16]2[CH:21]=[CH:20][CH:19]=[CH:18][C:17]=2F)[CH2:14][CH2:13][N:12]([CH3:15])[CH2:11][CH2:10]1.[C:26]([OH:33])(=[O:32])/[CH:27]=[CH:28]\[C:29]([OH:31])=[O:30]>CS(C)=O.CCOCC>[C:26]([OH:33])(=[O:32])/[CH:27]=[CH:28]\[C:29]([OH:31])=[O:30].[F:3][C:4]1[CH:5]=[C:6]([CH:7]2[S:8][C:9]3([CH2:14][CH2:13][N:12]([CH3:15])[CH2:11][CH2:10]3)[C:16]3[CH:21]=[CH:20][CH:19]=[CH:18][C:17]2=3)[CH:23]=[CH:24][CH:25]=1 |f:0.1,6.7|. Procedure details: To 1.404 g of sodium hydride (from 2.87 g of a 50% dispersion), under nitrogen, is added 120 ml of sieve-dried dimethylsulfoxide. The mixture is stirred in an 80°-85° C. bath for 35 minutes, then cooled to room temperature. A solution of 14.0 g of the free base 4-(3-fluorobenzylthio)-4-(2-fluorophenyl)-1-methylpiperidine of Example 55a in 47 ml of DMSO is added over 60 seconds and the solution stirred for one hour. The reaction is then poured into 700 ml of ice water and extracted with three 200... Reactants: [BH3-]C#N, CCOC1(O[Si](C)(C)C)CC1, CNC(=O)C(NC(=O)c1nc(-c2ccccc2)n2c1CNCC2)C(C)(C)C, CC(=O)O, CO, [Na+]. Yields the product CNC(=O)C(NC(=O)c1nc(-c2ccccc2)n2c1CN(C1CC1)CC2)C(C)(C)C. Reaction SMILES: [C:39]([BH3-:40])#[N:41].[CH2:28]([O:29][C:31]1([O:30][Si:34]([CH3:35])([CH3:36])[CH3:37])[CH2:32][CH2:33]1)[CH3:38].[CH3:1][C:2]([CH:3]([C:4](=[O:5])[NH:6][CH3:7])[NH:8][C:9](=[O:10])[c:11]1[n:12][c:13](-[c:20]2[cH:21][cH:22][cH:23][cH:24][cH:25]2)[n:14]2[c:15]1[CH2:16][NH:17][CH2:18][CH2:19]2)([CH3:26])[CH3:27].[CH3:43][C:44](=[O:45])[OH:46].[CH3:47][OH:48].[Na+:42]>>[CH3:1][C:2]([CH:3]([C:4](=[O:5])[NH:6][CH3:7])[NH:8][C:9](=[O:10])[c:11]1[n:12][c:13](-[c:20]2[cH:21][cH:22][cH:23][cH:24][cH:25]2)[n:14]2[c:15]1[CH2:16][N:17]([CH:31]1[CH2:32][CH2:33]1)[CH2:18][CH2:19]2)([CH3:26])[CH3:27]. RXN SMILES: [BH4-:18].[CH2:21]1[O:22][CH2:23][CH2:24][CH2:25]1.[CH:1](=[O:2])[c:3]1[cH:4][cH:5][c:6](-[c:8]2[s:9][c:10](-[c:13]3[s:14][cH:15][cH:16][cH:17]3)[cH:11][cH:12]2)[s:7]1.[Na+:19].[OH2:20]>>[CH2:1]([OH:2])[c:3]1[cH:4][cH:5][c:6](-[c:8]2[s:9][c:10](-[c:13]3[s:14][cH:15][cH:16][cH:17]3)[cH:11][cH:12]2)[s:7]1. Yields the product OCc1ccc(-c2ccc(-c3cccs3)s2)s1. The reactants are [BH4-], C1CCOC1, O=Cc1ccc(-c2ccc(-c3cccs3)s2)s1, [Na+], O.